From a dataset of the Open Reaction Database (ORD), a public repository of structured organic reaction records. describe an organic reaction: reactants, conditions, products, and yield The reactants are ClC=1C=C(C(=O)NC2=CC=C(C3=CC=CC=C23)OCCN2CCOCC2)C=C(N1)C (2-chloro-6-methyl-N-[4-(2-morpholin-4-yl-ethoxy)-naphthalen-1-yl]-isonicotinamide), CC1CNCCC1 (3-methylpiperidine). The product is N1(CCOCC1)CCOC1=CC=C(C2=CC=CC=C12)NC(=O)C1=CC(=NC(=C1)C)N1CC(CCC1)C (3,6′-Dimethyl-3,4,5,6-tetrahydro-2H-[1,2′]bipyridinyl-4′-carboxylic acid [4-(2-morpholin-4-yl-ethoxy)-naphthalen-1-yl]-amide). Reaction SMILES: Cl[C:2]1[CH:3]=[C:4]([CH:27]=[C:28]([CH3:30])[N:29]=1)[C:5]([NH:7][C:8]1[C:17]2[C:12](=[CH:13][CH:14]=[CH:15][CH:16]=2)[C:11]([O:18][CH2:19][CH2:20][N:21]2[CH2:26][CH2:25][O:24][CH2:23][CH2:22]2)=[CH:10][CH:9]=1)=[O:6].[CH3:31][CH:32]1[CH2:37][CH2:36][CH2:35][NH:34][CH2:33]1>>[N:21]1([CH2:20][CH2:19][O:18][C:11]2[C:12]3[C:17](=[CH:16][CH:15]=[CH:14][CH:13]=3)[C:8]([NH:7][C:5]([C:4]3[CH:27]=[C:28]([CH3:30])[N:29]=[C:2]([N:34]4[CH2:35][CH2:36][CH2:37][CH:32]([CH3:31])[CH2:33]4)[CH:3]=3)=[O:6])=[CH:9][CH:10]=2)[CH2:26][CH2:25][O:24][CH2:23][CH2:22]1. Procedure details: Compound is formed by reacting 2-chloro-6-methyl-N-[4-(2-morpholin-4-yl-ethoxy)-naphthalen-1-yl]-isonicotinamide with 3-methylpiperidine under conditions described in general procedure A. 1H NMR (300 MHz, DMSO-d6) δ 10.27 (s, 1H), 8.22 (d, 1H), 7.85 (m, 1H), 7.57 (m, 2H), 7.43 (d, 1H), 7.17 (s, 1H), 7.04 (d, 1H), 6.99 (s, 1H), 4.31 (m, 2H), 3.60 (t, 4H), 2.88 (t, 2H), 2.79 (t, 2H), 2.56 (t, 4H), 2.39 (s, 3H), 1.85-1.20 (m, 6H), 1.15 (m, 1H), 0.94 (d, 3H). MS: 489.2 (M+1). Reactants: C(C1=CC=CC=C1)N1C2=CC=CC(=C2C=2C(=CC=C(C12)Cl)OC)C(N)=O (9-benzyl-5-carbamoyl-4-methoxy-1-chlorocarbazole), B(Br)(Br)Br (boron tribromide). The solvent is ClCCl (dichloromethane), ClCCl (dichloromethane). Yields the product C(N)(=O)C1=C2C=3C(=CC=C(C3NC2=CC=C1)Cl)O (5-carbamoyl-4-hydroxy-1-chlorocarbazole). Isolated yield 60.9%. RXN SMILES: C([N:8]1[C:20]2[C:19]([Cl:21])=[CH:18][CH:17]=[C:16]([O:22]C)[C:15]=2[C:14]2[C:9]1=[CH:10][CH:11]=[CH:12][C:13]=2[C:24](=[O:26])[NH2:25])C1C=CC=CC=1.B(Br)(Br)Br>ClCCl>[C:24]([C:13]1[CH:12]=[CH:11][CH:10]=[C:9]2[C:14]=1[C:15]1[C:16]([OH:22])=[CH:17][CH:18]=[C:19]([Cl:21])[C:20]=1[NH:8]2)(=[O:26])[NH2:25]. Procedure details: A solution of 0.66 g of 9-benzyl-5-carbamoyl-4-methoxy-1-chlorocarbazole in 40 ml of dichloromethane was cooled in an ice bath treated dropwise with 14 ml of 1.0 M boron tribromide solution in dichloromethane. The reaction was allowed to warm to room temperature slowly over 2 hours and then quenched by pouring into ice and then adding 50 ml of 1 N HCl. The mixture was extracted with dichloromethane (3×200 ml) and the extracts were washed with brine, dried with magnesium sulfate and concentrated.... Reactants: C(C)(C)(C)OC(NC1(COC(OC1)(C)C)CCC1=CC(=C(C=C1)OCCCC1=CC=C(C=C1)C)C(F)(F)F)=O ([2,2-dimethyl-5-(2-{4-[3-(4-methylphenyl)propoxy]-3-trifluoromethylphenyl}ethyl)-1,3-dioxan-5-yl]carbamic acid t-butyl ester), Cl (hydrochloric acid). Solvent: C(C)O (ethanol). Reaction conditions: temperature 80 celsius, time 2 hour. Product: Cl.NC(CO)(CO)CCC1=CC(=C(C=C1)OCCCC1=CC=C(C=C1)C)C(F)(F)F (2-amino-2-(2-{4-[3-(4-methylphenyl)propoxy]-3-trifluoromethylphenyl}ethyl)propane-1,3-diol hydrochloride). Reaction SMILES: C(OC(=O)[NH:7][C:8]1([CH2:16][CH2:17][C:18]2[CH:23]=[CH:22][C:21]([O:24][CH2:25][CH2:26][CH2:27][C:28]3[CH:33]=[CH:32][C:31]([CH3:34])=[CH:30][CH:29]=3)=[C:20]([C:35]([F:38])([F:37])[F:36])[CH:19]=2)[CH2:13][O:12]C(C)(C)[O:10][CH2:9]1)(C)(C)C.[ClH:40]>C(O)C>[ClH:40].[NH2:7][C:8]([CH2:16][CH2:17][C:18]1[CH:23]=[CH:22][C:21]([O:24][CH2:25][CH2:26][CH2:27][C:28]2[CH:29]=[CH:30][C:31]([CH3:34])=[CH:32][CH:33]=2)=[C:20]([C:35]([F:36])([F:37])[F:38])[CH:19]=1)([CH2:9][OH:10])[CH2:13][OH:12] |f:3.4|. Reported procedure: Compound 13-3 (790 mg) was dissolved in ethanol (20 ml), concentrated hydrochloric acid (2 ml) was added, and the mixture was stirred at 80° C. for 2 hr. The reaction mixture was concentrated, and the residue was washed with diethyl ether to give the object product (540 mg) as a white powder. Starting materials: CC1=CC2=C(OCC3=C(C2C(=O)O)C=CC=C3)C=C1 (6,11-dihydro-2-methyldibenz[b,e]-oxepin-11-carboxylic acid), CC1=C(N)C(=CC(=C1)C)C (2,4,6-trimethylaniline). Yields the product CC1=CC2=C(OCC3=C(C2C(=O)NC2=C(C=C(C=C2C)C)C)C=CC=C3)C=C1 (6,11-Dihydro-2-methyl-N-(2,4,6-trimethylphenyl)dibenz[b,e]-oxepin-11-carboxamide). Isolated yield 61.5%. As a reaction SMILES: [CH3:1][C:2]1[CH:19]=[CH:18][C:5]2[O:6][CH2:7][C:8]3[CH:17]=[CH:16][CH:15]=[CH:14][C:9]=3[CH:10]([C:11](O)=[O:12])[C:4]=2[CH:3]=1.[CH3:20][C:21]1[CH:27]=[C:26]([CH3:28])[CH:25]=[C:24]([CH3:29])[C:22]=1[NH2:23]>>[CH3:1][C:2]1[CH:19]=[CH:18][C:5]2[O:6][CH2:7][C:8]3[CH:17]=[CH:16][CH:15]=[CH:14][C:9]=3[CH:10]([C:11]([NH:23][C:22]3[C:24]([CH3:29])=[CH:25][C:26]([CH3:28])=[CH:27][C:21]=3[CH3:20])=[O:12])[C:4]=2[CH:3]=1. Reported procedure: The similar procedures as in Example 1 were repeated except using 1.47 g of Compound A and 0.71 g of 2,4,6-trimethylaniline in place of aniline to obtain 1.20 g of Compound 9. The reactants are C(C)O (ethanol), N (ammonia), [Li] (Lithium), liquid, N (ammonia), CC1CCNC=2C=CC3=C(C12)C=CCC3 (1-Methyl-1,2,3,4,7,8-hexahydrobenzo[f]-quinoline). Solvent: O (water), CCOCC (ether), CCOCC (ether). Product: CN1CCCC2C3=C(CCC12)CC=CC3 (1,2,3,4,4a,5,6,7,10,10b-Decahydro-4-methylbenzo[f]quinoline), crude product. RXN SMILES: C[CH:2]1[C:11]2[C:10]3[CH:12]=[CH:13][CH2:14][CH2:15][C:9]=3[CH:8]=[CH:7][C:6]=2[NH:5][CH2:4][CH2:3]1.N.[Li].[CH2:18](O)C>CCOCC.O>[CH3:18][N:5]1[CH:6]2[CH:11]([C:10]3[CH2:12][CH:13]=[CH:14][CH2:15][C:9]=3[CH2:8][CH2:7]2)[CH2:2][CH2:3][CH2:4]1 |^1:16|. Procedure: 1-Methyl-1,2,3,4,7,8-hexahydrobenzo[f]-quinoline is dissolved in 200 ml of ether and added to 1.5 l of liquid ammonia. Lithium ribbon (16 g) is added portionwise over a period of 15 minutes. After stirring a few minutes, absolute ethanol is added dropwise until the color is discharged (500 ml added over a period of 2.5 hours). More ether is added and the ammonia is boiled off. While cooling in an ice bath, the mixture is diluted to about 1500 ml with water. The layers are separated and the aqueo... Starting materials: C(C)(C)(C)[Si](OC=1C=C2C=3CSC4=C(C3NC2=CC1)C=CC=C4)(C)C (8-(tert-Butyl-dimethyl-silanyloxy)-6,11-dihydro-5-thia-11-aza-benzo[a]fluorene), [H-].[Na+] (NaH), CN(C)C=O (DMF), C(C)(=O)Cl (Acetyl chloride). The product is C(C)(C)(C)[Si](OC=1C=C2C=3CSC4=C(C3C(C2=CC1)C(C)=O)N=CC=C4)(C)C (1-[8(tert-butyl-dimethyl-silanyloxy)-6H-5-thia-1-aza-benzo[a]fluoren-11-yl]-ethanone). Reaction SMILES: [C:1]([Si:5]([CH3:25])([CH3:24])[O:6][C:7]1[CH:8]=[C:9]2[C:17](=[CH:18][CH:19]=1)N[C:15]1[C:14]3[CH:20]=[CH:21][CH:22]=[CH:23][C:13]=3[S:12][CH2:11][C:10]2=1)([CH3:4])([CH3:3])[CH3:2].[H-].[Na+].C(Cl)(=[O:30])C.C[N:33]([CH:35]=O)[CH3:34]>>[C:1]([Si:5]([CH3:25])([CH3:24])[O:6][C:7]1[CH:8]=[C:9]2[C:17](=[CH:18][CH:19]=1)[CH:14]([C:20](=[O:30])[CH3:21])[C:15]1[C:34]3[N:33]=[CH:35][CH:22]=[CH:23][C:13]=3[S:12][CH2:11][C:10]2=1)([CH3:4])([CH3:3])[CH3:2] |f:1.2|. Procedure: 8-(tert-Butyl-dimethyl-silanyloxy)-6,11-dihydro-5-thia-11-aza-benzo[a]fluorene (170 mg, 0.462 mmoL) in DMF (2 mL) was treated with NaH (60%, 37 mg, 0.925 mmoL) at 0° C. Acetyl chloride (52 mg, 0.693 mmoL) was added dropwise into the reaction 30 minutes later. The reaction mixture was than slowly warmed to room temperature over 2 hours. The reaction was quenched with saturated NH4Cl. The residue was partitioned between CH2Cl2 and saturated NaHCO3. The aqueous phase was extracted two times with CH... The reactants are C(CCC1=CC=CC=C1)(=O)Cl (hydrocinnamoyl chloride), [N+](=[N-])=C (diazomethane). Solvent: C(C)(=O)O (Acetic acid). Yields the product [N+](=[N-])=CC(CCC1=CC=CC=C1)=O (1-Diazo-4-phenyl-2-butanone). As a reaction SMILES: [C:1](Cl)(=[O:10])[CH2:2][CH2:3][C:4]1[CH:9]=[CH:8][CH:7]=[CH:6][CH:5]=1.[N+:12](=[CH2:14])=[N-:13]>C(O)(=O)C>[N+:12](=[CH:14][C:1](=[O:10])[CH2:2][CH2:3][C:4]1[CH:9]=[CH:8][CH:7]=[CH:6][CH:5]=1)=[N-:13]. Procedure details: A solution of hydrocinnamoyl chloride (10.00 grams; 100 mL dry diethyl ether) was carefully added to freshly prepared etherial diazomethane (85.6 grams Diazald; 100 mL dry ethyl ether) at 0° C. The reaction was held at 0° C. until outgassing subsided (15 minutes), then raised to room temperature (15 minutes). Acetic acid (5.0 mL) was added and the reaction partitioned (pH4 pthalate buffer and methyl tert-butyl ether). The organic was washed with water, dried over MgSO4 and filtered to provide, u... The reactants are C(C)N1C(=NC=2C1=NC=CC2)COC2=CC=C(CC1C(N(C(S1)=O)C(C1=CC=CC=C1)(C1=CC=CC=C1)C1=CC=CC=C1)=O)C=C2 (5-{4-(3-ethylimidazo[5,4-b]pyridin-2-ylmethoxy)benzyl}-3-triphenylmethylthiazolidine-2,4-dione), C(C)(=O)O (acetic acid), C(O)([O-])=O.[Na+] (sodium hydrogencarbonate). The solvent is O (water). Reaction conditions: temperature 60 celsius, time 2 hour. The product is C(C)N1C(=NC=2C1=NC=CC2)COC2=CC=C(CC1C(NC(S1)=O)=O)C=C2 (5-{4-(3-Ethylimidazo[5,4-b]pyridin-2-ylmethoxy)benzyl}thiazolidine-2,4-dione). Isolated yield 46.3%. RXN SMILES: C(O)(=O)C.[CH2:5]([N:7]1[C:11]2=[N:12][CH:13]=[CH:14][CH:15]=[C:10]2[N:9]=[C:8]1[CH2:16][O:17][C:18]1[CH:50]=[CH:49][C:21]([CH2:22][CH:23]2[S:27][C:26](=[O:28])[N:25](C(C3C=CC=CC=3)(C3C=CC=CC=3)C3C=CC=CC=3)[C:24]2=[O:48])=[CH:20][CH:19]=1)[CH3:6].C(=O)([O-])O.[Na+]>O>[CH2:5]([N:7]1[C:11]2=[N:12][CH:13]=[CH:14][CH:15]=[C:10]2[N:9]=[C:8]1[CH2:16][O:17][C:18]1[CH:50]=[CH:49][C:21]([CH2:22][CH:23]2[S:27][C:26](=[O:28])[NH:25][C:24]2=[O:48])=[CH:20][CH:19]=1)[CH3:6] |f:2.3|. Reported procedure: 12 ml of a 3: 1 by volume mixture of acetic acid and water were added to 300 mg of 5-{4-(3-ethylimidazo[5,4-b]pyridin-2-ylmethoxy)benzyl}-3-triphenylmethylthiazolidine-2,4-dione (prepared as described in Preparation 29), and the resulting mixture was stirred at 60° C. for 2 hours. At the end of this time, the reaction mixture was neutralized by the addition of sodium hydrogencarbonate, after which it was extracted with ethyl acetate. The extract was washed with an aqueous solution of sodium chlo... Reactants: FC1=CC=C(C=C1)C=C(C=O)C (3-(4-fluorophenyl)-2-methyl-2-propen-1-al), [BH4-].[Na+] (sodium borohydride), Cl (hydrochloric acid). Run in O (water), C(C)O (ethanol). Conditions: time 8 hour. The product is FC1=CC=C(C=C1)C=C(CO)C (3-(4-Fluorophenyl)-2-methyl-2-propen-1-ol). Yield: 48.9%. RXN SMILES: [F:1][C:2]1[CH:7]=[CH:6][C:5]([CH:8]=[C:9]([CH3:12])[CH:10]=[O:11])=[CH:4][CH:3]=1.[BH4-].[Na+].Cl>C(O)C.O>[F:1][C:2]1[CH:3]=[CH:4][C:5]([CH:8]=[C:9]([CH3:12])[CH2:10][OH:11])=[CH:6][CH:7]=1 |f:1.2|. Reported procedure: To a solution of 113 g (0.69 mole) of 3-(4-fluorophenyl)-2-methyl-2-propen-1-al in 800 ml ethanol at 10° C. was added in portions 13.1 g (0.345 mole) of sodium borohydride. After the addition was complete, the reaction mixture was stirred at room temperature overnight. The mixture was cooled in an ice bath while 350 ml of 1 N hydrochloric acid was added dropwise to give a final pH of ~7. The mixture was diluted with 500 ml water and extracted three times with methylene chloride. The organic extr... As a reaction SMILES: [C:1]1([C:7]([NH:20][C@H:21]2[CH2:26][CH2:25][CH2:24][CH2:23][C@H:22]2[OH:27])([C:14]2[CH:19]=[CH:18][CH:17]=[CH:16][CH:15]=2)[C:8]2[CH:13]=[CH:12][CH:11]=[CH:10][CH:9]=2)[CH:6]=[CH:5][CH:4]=[CH:3][CH:2]=1.[H-].[Na+].[O:30]1[C:34]2[CH:35]=[CH:36][CH:37]=[CH:38][C:33]=2[N:32]=[C:31]1[C:39]1[CH:46]=[CH:45][C:42]([CH2:43]Br)=[CH:41][CH:40]=1.O>C1COCC1>[O:30]1[C:34]2[CH:35]=[CH:36][CH:37]=[CH:38][C:33]=2[N:32]=[C:31]1[C:39]1[CH:46]=[CH:45][C:42]([CH2:43][O:27][C@@H:22]2[CH2:23][CH2:24][CH2:25][CH2:26][C@@H:21]2[NH:20][C:7]([C:8]2[CH:13]=[CH:12][CH:11]=[CH:10][CH:9]=2)([C:14]2[CH:15]=[CH:16][CH:17]=[CH:18][CH:19]=2)[C:1]2[CH:6]=[CH:5][CH:4]=[CH:3][CH:2]=2)=[CH:41][CH:40]=1 |f:1.2|. Yields the product O1C(=NC2=C1C=CC=C2)C2=CC=C(CO[C@H]1[C@H](CCCC1)NC(C1=CC=CC=C1)(C1=CC=CC=C1)C1=CC=CC=C1)C=C2 (Cis-1-[4-(benzoxazol-2-yl)benzyloxy]-2-triphenylmethylaminocyclohexane). Starting materials: O (water), C1(=CC=CC=C1)C(C1=CC=CC=C1)(C1=CC=CC=C1)N[C@@H]1[C@@H](CCCC1)O (Cis-2-triphenylmethylaminocyclohexanol), [H-].[Na+] (sodium hydride), O1C(=NC2=C1C=CC=C2)C2=CC=C(CBr)C=C2 (4-(benzoxazol-2-yl)benzyl bromide). Reported procedure: Cis-2-triphenylmethylaminocyclohexanol (1.52 g; 4.25 mmol) is added to a solution of sodium hydride (256 mg; 60%; 6.4 mmol) in 20 ml dry THF and refluxed overnight. The solution is cooled, 4-(benzoxazol-2-yl)benzyl bromide (1.3 g; 4.5 mmol) is added in one portion and refluxed for 5 hrs. This is then poured into water and extracted with 2×100 ml CH2Cl2, dried (Na2SO4), concentrated to dryness and flash chromatographed using 4:1 8:1; hexane:EtOAc to obtain Cis-1-[4-(benzoxazol-2-yl)benzyloxy]-2-t... Solvent: C1CCOC1 (THF).